describe an organic reaction: reactants, conditions, products, and yield From a dataset of the Open Reaction Database (ORD), a public repository of structured organic reaction records. Reactants: COC=1C=C(C=CC1)CCCO (3-(m-Methoxyphenyl)propanol), P(Br)(Br)Br (phosphorus tribromide), CC[C@]12CC[C@H]3[C@H]([C@@H]1CC[C@]2(CC)O)CCC4=CC(=O)CC[C@H]34 (13β,17α-diethyl-17β-hydroxygon-4-en-3-one). Run in C1=CC=CC=C1 (benzene). Product: COC=1C=C(C=CC1)CCCBr (3-(m-methoxyphenyl)propyl bromide). Reaction SMILES: CC[C@@]12[C@](O)(CC)CC[C@H]1[C@@H]1CCC3[C@@H]([C@H]1CC2)CCC(=O)C=3.[CH3:24][O:25][C:26]1[CH:27]=[C:28]([CH2:32][CH2:33][CH2:34]O)[CH:29]=[CH:30][CH:31]=1.P(Br)(Br)[Br:37]>C1C=CC=CC=1>[CH3:24][O:25][C:26]1[CH:27]=[C:28]([CH2:32][CH2:33][CH2:34][Br:37])[CH:29]=[CH:30][CH:31]=1. Procedure details: Referring now to FIG. 1, wherein the compounds are assigned Roman numerals for identification schematically, the sequence of reactions involved in the synthesis of a specific embodiment, namely, 13β,17α-diethyl-17β-hydroxygon-4-en-3-one, is illustrated. 3-(m-Methoxyphenyl)propanol (I) is heated with phosphorus tribromide in benzene after dropwise addition in the cold to form 3-(m-methoxyphenyl)propyl bromide (II). This halogen compound (II) dissolved in tetrahydrofuran is condensed with sodium a... Starting materials: C(#N)C1=CC=C(CN)C=C1 (4-cyanobenzylamine), C(C1=CC=CC=C1)(C1=CC=CC=C1)=N (benzophenone imine). The solvent is C(Cl)Cl (DCM). Reaction conditions: time 8 hour. Yields the product C1(=CC=CC=C1)C(=NCC1=CC=C(C=C1)C#N)C1=CC=CC=C1 (N-(Diphenylmethylene)-4-cyanobenzylamine). Isolated yield 164.8%. RXN SMILES: [C:1]([C:3]1[CH:10]=[CH:9][C:6]([CH2:7][NH2:8])=[CH:5][CH:4]=1)#[N:2].[C:11](=N)([C:18]1[CH:23]=[CH:22][CH:21]=[CH:20][CH:19]=1)[C:12]1[CH:17]=[CH:16][CH:15]=[CH:14][CH:13]=1>C(Cl)Cl>[C:12]1([C:11]([C:18]2[CH:19]=[CH:20][CH:21]=[CH:22][CH:23]=2)=[N:2][CH2:1][C:3]2[CH:10]=[CH:9][C:6]([C:7]#[N:8])=[CH:5][CH:4]=2)[CH:17]=[CH:16][CH:15]=[CH:14][CH:13]=1. Procedure details: 33.73 g (0.2 mol) of 4-cyanobenzylamine and 36.25 g (0.2 mol) of benzophenone imine were dissolved in 540 ml of DCM at room temperature and stirred overnight. The reaction mixture was subsequently washed with 2×90 ml of water and dried with Na2SO4, and the solvent was removed in a rotary evaporator. 55.59 g (93.7%) of the crude product remained. Recrystallization from 550 ml of iPrOH resulted in 97.67 g (80.4%) of pure product. 1H-NMR (CDCl3, δ in ppm): 7.7-7.15 (m, 9H, Ar—H); 4.65 (s, 2H, CH2—N... The reactants are O=C([O-])[O-], COc1nc(Cl)cc(Cl)n1, [K+], [K+], NN, C1CCOC1. Product: COc1nc(Cl)cc(NN)n1. RXN SMILES: [C:13](=[O:14])([O-:15])[O-:16].[Cl:1][c:2]1[n:3][c:4]([O:9][CH3:10])[n:5][c:6]([Cl:8])[cH:7]1.[K+:17].[K+:18].[NH2:11][NH2:12].[O:19]1[CH2:20][CH2:21][CH2:22][CH2:23]1>>[Cl:1][c:2]1[n:3][c:4]([O:9][CH3:10])[n:5][c:6]([NH:11][NH2:12])[cH:7]1. RXN SMILES: [Br:10][c:11]1[cH:12][n:13][c:14]([Cl:17])[n:15][cH:16]1.[CH3:1][N:2]([CH2:3][CH2:4][CH2:5][OH:6])[CH3:7].[CH3:25][CH2:26][O:27][C:28](=[O:29])[CH3:30].[Cl-:18].[H-:8].[NH4+:19].[Na+:9].[O:20]1[CH2:21][CH2:22][CH2:23][CH2:24]1>>[CH3:1][N:2]([CH2:3][CH2:4][CH2:5][O:6][c:14]1[n:13][cH:12][c:11]([Br:10])[cH:16][n:15]1)[CH3:7]. Yields the product CN(C)CCCOc1ncc(Br)cn1. The reactants are Clc1ncc(Br)cn1, CN(C)CCCO, CCOC(C)=O, [Cl-], [H-], [NH4+], [Na+], C1CCOC1. The reactants are Cl.NCC1=CCCC2=C(C(=CC=C12)OCC1=CC=CC=C1)N(S(=O)(=O)C)CC1=CC=CC=C1 (1-aminomethyl-3,4-dihydro-6-benzyloxy-5-(N-benzyl-N- methanesulfonylamino)naphthalene HCl), B(Br)(Br)Br (BBr3). Solvent: C(Cl)Cl (CH2Cl2). The product is Br.NCC1=CCCC2=C(C(=CC=C12)O)NS(=O)(=O)C (1-aminomethyl-3,4-dihydro-6-hydroxy-5-methanesulfonylamino naphthalene HBr). As a reaction SMILES: Cl.[NH2:2][CH2:3][C:4]1[C:13]2[C:8](=[C:9]([N:22](CC3C=CC=CC=3)[S:23]([CH3:26])(=[O:25])=[O:24])[C:10]([O:14]CC3C=CC=CC=3)=[CH:11][CH:12]=2)[CH2:7][CH2:6][CH:5]=1.B(Br)(Br)[Br:35]>C(Cl)Cl>[BrH:35].[NH2:2][CH2:3][C:4]1[C:13]2[C:8](=[C:9]([NH:22][S:23]([CH3:26])(=[O:25])=[O:24])[C:10]([OH:14])=[CH:11][CH:12]=2)[CH2:7][CH2:6][CH:5]=1 |f:0.1,4.5|. Procedure details: The dibenzyl compound of Example 32 is treated with BBr3 in CH2Cl2 to yield 1-aminomethyl-3,4-dihydro-6-hydroxy-5-methanesulfonylamino naphthalene HBr. Starting materials: ClC1=C(C=C(C(=O)Cl)C=C1)S(NC)(=O)=O (4-chloro-3-methylsulfamoylbenzoyl chloride), C(C)C1=CC2=C(O1)C=CC=C2 (2-ethylbenzo[b]furan). Product: C(C)C1=C(C2=C(O1)C=CC=C2)C(C2=CC(=C(C=C2)Cl)S(NC)(=O)=O)=O (2-Ethyl-3-(4-chloro-3-methylsulfamoylbenzoyl)-benzo[b]furan). As a reaction SMILES: [Cl:1][C:2]1[CH:10]=[CH:9][C:5]([C:6](Cl)=[O:7])=[CH:4][C:3]=1[S:11](=[O:15])(=[O:14])[NH:12][CH3:13].[CH2:16]([C:18]1[O:22][C:21]2[CH:23]=[CH:24][CH:25]=[CH:26][C:20]=2[CH:19]=1)[CH3:17]>>[CH2:16]([C:18]1[O:22][C:21]2[CH:23]=[CH:24][CH:25]=[CH:26][C:20]=2[C:19]=1[C:6](=[O:7])[C:5]1[CH:9]=[CH:10][C:2]([Cl:1])=[C:3]([S:11](=[O:15])(=[O:14])[NH:12][CH3:13])[CH:4]=1)[CH3:17]. Procedure: is obtained as described in Example 1 from 10.7 g 4-chloro-3-methylsulfamoylbenzoyl chloride and 6.4 g 2-ethylbenzo[b]furan in the form of amorphous solids having a softening point of 63° C. The reactants are Brc1cncs1, O=C([O-])[O-], [Cs+], [Cs+], CC1(C)OB(c2cc(N)cc(F)c2)OC1(C)C, O=C(C=Cc1ccccc1)C=Cc1ccccc1, O=C(C=Cc1ccccc1)C=Cc1ccccc1, O=C(C=Cc1ccccc1)C=Cc1ccccc1, [Pd], [Pd]. Product: Nc1cc(F)cc(-c2cncs2)c1. As a reaction SMILES: [Br:18][c:19]1[s:20][cH:21][n:22][cH:23]1.[C:24](=[O:25])([O-:26])[O-:27].[Cs+:28].[Cs+:29].[F:1][c:2]1[cH:3][c:4]([NH2:5])[cH:6][c:7]([B:9]2[O:10][C:11]([CH3:12])([CH3:13])[C:14]([CH3:15])([CH3:16])[O:17]2)[cH:8]1.[O:32]=[C:33]([CH:34]=[CH:35][c:36]1[cH:37][cH:38][cH:39][cH:40][cH:41]1)[CH:42]=[CH:43][c:44]1[cH:45][cH:46][cH:47][cH:48][cH:49]1.[O:50]=[C:51]([CH:52]=[CH:53][c:54]1[cH:55][cH:56][cH:57][cH:58][cH:59]1)[CH:60]=[CH:61][c:62]1[cH:63][cH:64][cH:65][cH:66][cH:67]1.[O:68]=[C:69]([CH:70]=[CH:71][c:72]1[cH:73][cH:74][cH:75][cH:76][cH:77]1)[CH:78]=[CH:79][c:80]1[cH:81][cH:82][cH:83][cH:84][cH:85]1.[Pd:30].[Pd:31]>>[F:1][c:2]1[cH:3][c:4]([NH2:5])[cH:6][c:7](-[c:19]2[s:20][cH:21][n:22][cH:23]2)[cH:8]1.